This data is from the Open Reaction Database (ORD), a public repository of structured organic reaction records. The task is: describe an organic reaction: reactants, conditions, products, and yield Starting materials: Cl[C@H]1[C@@H](CCC1)SCC(=O)O (trans-[(2-Chlorocyclopentyl)thio]acetic acid), CO (methanol). Conditions: temperature 5 celsius. Product: ClC1C(CCC1)SCC(=O)OC (Methyl [(2-chlorocyclopentyl)thio]acetate). Reaction SMILES: [Cl:1][C@@H:2]1[CH2:6][CH2:5][CH2:4][C@H:3]1[S:7][CH2:8][C:9]([OH:11])=[O:10].[CH3:12]O>>[Cl:1][CH:2]1[CH2:6][CH2:5][CH2:4][CH:3]1[S:7][CH2:8][C:9]([O:11][CH3:12])=[O:10]. Reported procedure: trans-[(2-Chlorocyclopentyl)thio]acetic acid was dissolved in methanol (35 ml) and the solution was cooled to 5° C. with an ice bath. Hydrogen chloride gas was bubbled into the solution for 15 minutes. The methanol was removed with a gentle flush of nitrogen gas. The residue was dissolved in diethyl ether (50 ml) and washed twice with 50 ml of 15% sodium hydroxide, dried over anhydrous magnesium sulfate, filtered and concentrated to give the product as an oil. The structure was supported by NMR. Starting materials: CCOC(=O)c1cnn(-c2ccccc2OC)c1C, CO, [Na+], [OH-], O. Yields the product COc1ccccc1-n1ncc(C(=O)O)c1C. As a reaction SMILES: [CH3:1][c:2]1[c:3]([C:15](=[O:16])[O:17][CH2:18][CH3:19])[cH:4][n:5][n:6]1-[c:7]1[c:8]([O:13][CH3:14])[cH:9][cH:10][cH:11][cH:12]1.[CH3:22][OH:23].[Na+:21].[OH-:20].[OH2:24]>>[CH3:1][c:2]1[c:3]([C:15](=[O:16])[OH:17])[cH:4][n:5][n:6]1-[c:7]1[c:8]([O:13][CH3:14])[cH:9][cH:10][cH:11][cH:12]1. The reactants are NC=1NC2=CC=CC=C2C1C1=CC=CC=C1 (2-amino-3-phenylindole), C1(=CC=CC=C1)N=C=O (phenylisocyanate). Product: C1(=CC=CC=C1)C1=C(NC2=CC=CC=C12)NC(=O)NC1=CC=CC=C1 (3-Phenyl-2-(3-phenylureido)-indole). As a reaction SMILES: [NH2:1][C:2]1[NH:3][C:4]2[C:9]([C:10]=1[C:11]1[CH:16]=[CH:15][CH:14]=[CH:13][CH:12]=1)=[CH:8][CH:7]=[CH:6][CH:5]=2.[C:17]1([N:23]=[C:24]=[O:25])[CH:22]=[CH:21][CH:20]=[CH:19][CH:18]=1>>[C:11]1([C:10]2[C:9]3[C:4](=[CH:5][CH:6]=[CH:7][CH:8]=3)[NH:3][C:2]=2[NH:1][C:24]([NH:23][C:17]2[CH:22]=[CH:21][CH:20]=[CH:19][CH:18]=2)=[O:25])[CH:16]=[CH:15][CH:14]=[CH:13][CH:12]=1. Reported procedure: The compound is obtained according to Example 34 by reacting 2-amino-3-phenylindole (m.p. 220°-223° C) with phenylisocyanate. M.p. 210°-212° C. Starting materials: N=C(N)[O-], C1CCOC1, COC(=O)c1ccc2c(C3CCCCC3)c(-c3ccccc3)[nH]c2c1, CC(C)N=C(NC(C)C)OC(C)(C)C, [K+], [OH-], O. Product: CC(C)(C)OC(=O)c1ccc2c(C3CCCCC3)c(-c3ccccc3)[nH]c2c1. Reaction SMILES: [C:42](=[NH:43])([O-:44])[NH2:45].[CH2:46]1[O:47][CH2:48][CH2:49][CH2:50]1.[CH:1]1([c:7]2[c:8](-[c:20]3[cH:21][cH:22][cH:23][cH:24][cH:25]3)[nH:9][c:10]3[cH:11][c:12]([C:16]([O:17][CH3:18])=[O:19])[cH:13][cH:14][c:15]23)[CH2:2][CH2:3][CH2:4][CH2:5][CH2:6]1.[CH:28]([NH:29][C:32](=[N:30][CH:31]([CH3:38])[CH3:39])[O:33][C:34]([CH3:35])([CH3:36])[CH3:37])([CH3:40])[CH3:41].[K+:27].[OH-:26].[OH2:51]>>[CH:1]1([c:7]2[c:8](-[c:20]3[cH:21][cH:22][cH:23][cH:24][cH:25]3)[nH:9][c:10]3[cH:11][c:12]([C:32]([O:33][C:34]([CH3:35])([CH3:36])[CH3:37])=[O:44])[cH:13][cH:14][c:15]23)[CH2:2][CH2:3][CH2:4][CH2:5][CH2:6]1. Reactants: [OH-].[Na+] (sodium hydroxide), BrCC(=O)OC(C)(C)C (t-butyl bromoacetate), C(C1=CC=CC=C1)OC(=O)N1CCC(CC1)O (N-benzyloxycarbonyl-4-hydroxy-piperidine). The reagents and catalysts are S(=O)(=O)(O)[O-].C(CCC)[N+](CCCC)(CCCC)CCCC (tetra-n-butylammonium hydrogen sulphate). Solvent: O (water), O (water), C1(=CC=CC=C1)C (toluene). Run at time 8 hour. Product: C(C1=CC=CC=C1)OC(=O)N1CCC(CC1)OCC(=O)OC(C)(C)C (N-benzyloxycarbonyl-4-[(t-butoxy carbonyl) methoxy]-piperidine). Reaction SMILES: Br[CH2:2][C:3]([O:5][C:6]([CH3:9])([CH3:8])[CH3:7])=[O:4].[CH2:10]([O:17][C:18]([N:20]1[CH2:25][CH2:24][CH:23]([OH:26])[CH2:22][CH2:21]1)=[O:19])[C:11]1[CH:16]=[CH:15][CH:14]=[CH:13][CH:12]=1.[OH-].[Na+]>S([O-])(O)(=O)=O.C([N+](CCCC)(CCCC)CCCC)CCC.O.C1(C)C=CC=CC=1>[CH2:10]([O:17][C:18]([N:20]1[CH2:25][CH2:24][CH:23]([O:26][CH2:2][C:3]([O:5][C:6]([CH3:9])([CH3:8])[CH3:7])=[O:4])[CH2:22][CH2:21]1)=[O:19])[C:11]1[CH:16]=[CH:15][CH:14]=[CH:13][CH:12]=1 |f:2.3,4.5|. Procedure details: 28 ml of t-butyl bromoacetate and 1.4 g of tetra-n-butylammonium hydrogen sulphate in 10 ml of water are added to a solution of 30.1 g of N-benzyloxycarbonyl-4-hydroxy-piperidine in 300 ml of toluene. Thereafter, a solution of 125 g of sodium hydroxide in 125 ml of water is added dropwise thereto. After stirring overnight, the organic extracts are separated, dried and concentrated. After drying there are obtained 34.1 g of N-benzyloxycarbonyl-4-[(t-butoxy carbonyl) methoxy]-piperidine, Rf =0.76 ... Starting materials: CC1=NC=C(C=C1)B1OC(C(O1)(C)C)(C)C (2-Methyl-5-(4,4,5,5-tetramethyl-1,3,2-dioxaborolan-2-yl)pyridine), C([O-])([O-])=O.[Na+].[Na+] (sodium carbonate), ClC1=NC=CC(=N1)Cl (2,4-dichloropyrimidine). The reagents and catalysts are [Pd](Cl)Cl.C1(=CC=CC=C1)P([C-]1C=CC=C1)C1=CC=CC=C1.[C-]1(C=CC=C1)P(C1=CC=CC=C1)C1=CC=CC=C1.[Fe+2] (1,1′-bis(diphenylphosphino)ferrocene-palladium(ii) dichloride). Solvent: O1CCOCC1 (dioxane), O (water). Conditions: temperature 40 celsius. Yields the product ClC1=NC=CC(=N1)C=1C=NC(=CC1)C (2-chloro-4-(6-methylpyridin-3-yl)pyrimidine). The yield is 47.1%. As a reaction SMILES: [CH3:1][C:2]1[CH:7]=[CH:6][C:5](B2OC(C)(C)C(C)(C)O2)=[CH:4][N:3]=1.C(=O)([O-])[O-].[Na+].[Na+].[Cl:23][C:24]1[N:29]=[C:28](Cl)[CH:27]=[CH:26][N:25]=1>O1CCOCC1.O.[Pd](Cl)Cl.C1(P(C2C=CC=CC=2)[C-]2C=CC=C2)C=CC=CC=1.[C-]1(P(C2C=CC=CC=2)C2C=CC=CC=2)C=CC=C1.[Fe+2]>[Cl:23][C:24]1[N:29]=[C:28]([C:5]2[CH:4]=[N:3][C:2]([CH3:1])=[CH:7][CH:6]=2)[CH:27]=[CH:26][N:25]=1 |f:1.2.3,7.8.9.10|. Reported procedure: 2-Methyl-5-(4,4,5,5-tetramethyl-1,3,2-dioxaborolan-2-yl)pyridine (0.65 g, 2.89 mmol), sodium carbonate (0.610 g, 5.80 mmol), 2,4-dichloropyrimidine (0.430 g, 2.89 mmol) and 1,1′-bis(diphenylphosphino)ferrocene-palladium(ii) dichloride (0.100 g, 0.15 mmol) in a mixture of dioxane (20 mL) and water (4 mL) was stirred and heated at 40° C. for 10 hours. The mixture was filtered through CELITE™ and washed with dichloromethane. The filtrate was evaporated in vacuo and the residue was purified by colum... The reactants are BrC=1C(=C(C=C(C1)C#N)NC(OC(C)(C)C)=O)Cl (tert-butyl (3-bromo-2-chloro-5-cyanophenyl)carbamate), BrC=1C(=C(C=C(C1)C#N)NC(OC(C)(C)C)=O)Cl (tert-butyl (3-bromo-2-chloro-5-cyanophenyl)carbamate), [Si](C)(C)(C(C)(C)C)OC1CCNCC1 (4-((tert-butyldimethylsilyl)oxy) piperdine), C([O-])([O-])=O.[Cs+].[Cs+] (cesium carbonate), C=1C=CC(=CC1)P(C=2C=CC=CC2)C3=CC=C4C=CC=CC4=C3C5=C6C=CC=CC6=CC=C5P(C=7C=CC=CC7)C=8C=CC=CC8 (BINAP). Reagents/catalysts: C=1C=CC(=CC1)/C=C/C(=O)/C=C/C2=CC=CC=C2.C=1C=CC(=CC1)/C=C/C(=O)/C=C/C2=CC=CC=C2.C=1C=CC(=CC1)/C=C/C(=O)/C=C/C2=CC=CC=C2.[Pd].[Pd] (Pd2(dba)3). Run in C1(=CC=CC=C1)C (toluene). Conditions: temperature 100 celsius. Product: [Si](C)(C)(C(C)(C)C)OC1CCN(CC1)C=1C(=C(C=C(C1)C#N)NC(OC(C)(C)C)=O)Cl (tert-butyl (3-(4-((tert-butyldimethylsilyl)oxy)piperidin-1-yl)-2-chloro-5-cyanophenyl)carbamate). Yield: 43.2%. Reaction SMILES: Br[C:2]1[C:3]([Cl:18])=[C:4]([NH:10][C:11](=[O:17])[O:12][C:13]([CH3:16])([CH3:15])[CH3:14])[CH:5]=[C:6]([C:8]#[N:9])[CH:7]=1.[Si:19]([O:26][CH:27]1[CH2:32][CH2:31][NH:30][CH2:29][CH2:28]1)([C:22]([CH3:25])([CH3:24])[CH3:23])([CH3:21])[CH3:20].C(=O)([O-])[O-].[Cs+].[Cs+].C1C=CC(P(C2C(C3C(P(C4C=CC=CC=4)C4C=CC=CC=4)=CC=C4C=3C=CC=C4)=C3C(C=CC=C3)=CC=2)C2C=CC=CC=2)=CC=1>C1(C)C=CC=CC=1.C1C=CC(/C=C/C(/C=C/C2C=CC=CC=2)=O)=CC=1.C1C=CC(/C=C/C(/C=C/C2C=CC=CC=2)=O)=CC=1.C1C=CC(/C=C/C(/C=C/C2C=CC=CC=2)=O)=CC=1.[Pd].[Pd]>[Si:19]([O:26][CH:27]1[CH2:28][CH2:29][N:30]([C:2]2[C:3]([Cl:18])=[C:4]([NH:10][C:11](=[O:17])[O:12][C:13]([CH3:16])([CH3:15])[CH3:14])[CH:5]=[C:6]([C:8]#[N:9])[CH:7]=2)[CH2:31][CH2:32]1)([C:22]([CH3:25])([CH3:24])[CH3:23])([CH3:21])[CH3:20] |f:2.3.4,7.8.9.10.11|. Procedure details: (I13A): A round bottom flask was charged with tert-butyl (3-bromo-2-chloro-5-cyanophenyl)carbamate (Intermediate 1)(5.39 g, 16.25 mmol), 4-((tert-butyldimethylsilyl)oxy) piperdine (3.5 g, 16.25 mmol), cesium carbonate (10.5 g, 32.5 mmol), Pd2(dba)3 (1.488 g, 1.625 mmol) and BINAP (1.012 g, 1.625 mmol) in toluene (54.2 ml). The flask was evacuated and purged with nitrogen (4×) and heated at 100° C. 2 d. After cooling to room temperature, the reaction mixture was diluted with ethyl acetate and vac... Reactants: COC(C1=C(C=CC=C1)S(=O)(=O)Cl)=O (2-Chlorosulfonyl-benzoic acid methyl ester), O.NN (hydrazine hydrate). The solvent is CCOCC (ether). Run at time 8 hour. Product: O=S1(NNC(C2=C1C=CC=C2)=O)=O (1,1-Dioxo-2,3-dihydro-1H-1λ6-benzo[e][1,2,3]thiadiazin-4-one). The yield is 50.5%. As a reaction SMILES: C[O:2][C:3](=O)[C:4]1[CH:9]=[CH:8][CH:7]=[CH:6][C:5]=1[S:10](Cl)(=[O:12])=[O:11].O.[NH2:16][NH2:17]>CCOCC>[O:11]=[S:10]1(=[O:12])[C:5]2[CH:6]=[CH:7][CH:8]=[CH:9][C:4]=2[C:3](=[O:2])[NH:17][NH:16]1 |f:1.2|. Procedure: 2-Chlorosulfonyl-benzoic acid methyl ester (7.04 g, 30 mmol) was added to hydrazine hydrate (66 mmol) stirring rapidly in 300 mL ether. The reaction was stirred overnight in an open flask and allowed to slowly concentrate. The remaining solvent was concentrated and the residue was treated with HOAc (3 mL) and DCM. The solution was washed with water, dried over MgSO4, and concentrated to give 3 g of a white solid. Starting materials: [OH-].[K+] (potassium hydroxide), C(C=C)N1CCN(CC1)CCCN (3-(4-allyl-1-piperazinyl)propylamine), CO (methanol), C(=S)=S (carbon disulfide). Reaction conditions: time 2 hour. The product is C(C=C)N1CCN(CC1)CCCNC(SC)=S (methyl N-[3-(4-allyl-1-piperazinyl)propyl]dithiocarbamate). RXN SMILES: [OH-].[K+].[CH2:3]([N:6]1[CH2:11][CH2:10][N:9]([CH2:12][CH2:13][CH2:14][NH2:15])[CH2:8][CH2:7]1)[CH:4]=[CH2:5].[C:16](=[S:18])=[S:17].[CH3:19]O>>[CH2:3]([N:6]1[CH2:11][CH2:10][N:9]([CH2:12][CH2:13][CH2:14][NH:15][C:16](=[S:18])[S:17][CH3:19])[CH2:8][CH2:7]1)[CH:4]=[CH2:5] |f:0.1|. Reported procedure: To a solution of potassium hydroxide (6.3 g) in methanol (40 ml) was added 3-(4-allyl-1-piperazinyl)propylamine (18.8 g) and thereto was added carbon disulfide (7.8 g) under ice cooling over a period of 10 minutes. The resulting mixture was stirred for 2 hours under ice cooling. The reaction mixture was evaporated under reduced pressure. The residual oil was dissolved in water and washed with diethyl ether. The washed aqueous layer was ice-cooled and thereto was added methyl iodide (14.6 g) with...